This data is from the Open Reaction Database (ORD), a public repository of structured organic reaction records. The task is: describe an organic reaction: reactants, conditions, products, and yield Reactants: CF3, crude product, ClC(C(F)(F)F)(Cl)Cl (1,1,1-trichlorotrifluoroethane), ClC1=C(OCCCCCOCC=O)C(=CC(=C1)OCC=C(Cl)Cl)Cl (5-(2,6-dichloro-4-(3,3-dichloro-2-propenyloxy)phenoxy)pentyloxyacetaldehyde), C(C)(=O)OC(C)=O (acetic anhydride). Reagents/catalysts: [Zn] (zinc). Solvent: CN(C=O)C (N,N-dimethylformamide). Reaction conditions: time 1.5 hour. Product: ClC=1C=C(C=C(C1OCCCCCOC\C=C(\C(F)(F)F)/Cl)Cl)OCC=C(Cl)Cl ((Z)-3,5-dichloro-1-(3,3-dichloro-2-propenyloxy)-4-(5-(3-chloro-4,4,4-trifluoro-2-butenyloxy)pentyloxy)benzene). Yield: 14.0%. RXN SMILES: [Cl:1][C:2]1[CH:17]=[C:16]([O:18][CH2:19][CH:20]=[C:21]([Cl:23])[Cl:22])[CH:15]=[C:14]([Cl:24])[C:3]=1[O:4][CH2:5][CH2:6][CH2:7][CH2:8][CH2:9][O:10][CH2:11][CH:12]=O.[Cl:25][C:26](Cl)(Cl)[C:27]([F:30])([F:29])[F:28].C(OC(=O)C)(=O)C>[Zn].CN(C)C=O>[Cl:24][C:14]1[CH:15]=[C:16]([O:18][CH2:19][CH:20]=[C:21]([Cl:22])[Cl:23])[CH:17]=[C:2]([Cl:1])[C:3]=1[O:4][CH2:5][CH2:6][CH2:7][CH2:8][CH2:9][O:10][CH2:11]/[CH:12]=[C:26](\[Cl:25])/[C:27]([F:30])([F:29])[F:28]. Procedure: To a mixture of 1.21 g of 5-(2,6-dichloro-4-(3,3-dichloro-2-propenyloxy)phenoxy)pentyloxyacetaldehyde, 0.57 g of zinc dust and 10 ml of N,N-dimethylformamide was added 0.82 g of 1,1,1-trichlorotrifluoroethane. After stirring at room temperature for 1.5 hours, 0.44 g of acetic anhydride was added. The reaction mixture was stirred at room temperature for 3 hours and then filtered. The filtrate was poured into 20 ml of diluted hydrochloric acid and extracted twice with 50 ml of diethyl ether. The d... The reactants are Cc1cnc(CSc2cc3ccccc3[nH]2)cc1N1CCCCC1, ClC(Cl)Cl, O=C(OO)c1cccc(Cl)c1. Product: Cc1cnc(CS(=O)c2cc3ccccc3[nH]2)cc1N1CCCCC1. RXN SMILES: [CH3:1][c:2]1[c:3]([N:19]2[CH2:20][CH2:21][CH2:22][CH2:23][CH2:24]2)[cH:4][c:5]([CH2:8][S:9][c:10]2[nH:11][c:12]3[cH:13][cH:14][cH:15][cH:16][c:17]3[cH:18]2)[n:6][cH:7]1.[CH:36]([Cl:37])([Cl:38])[Cl:39].[Cl:25][c:26]1[cH:27][cH:28][cH:29][c:30]([C:31]([O:32][OH:34])=[O:33])[cH:35]1>>[CH3:1][c:2]1[c:3]([N:19]2[CH2:20][CH2:21][CH2:22][CH2:23][CH2:24]2)[cH:4][c:5]([CH2:8][S:9]([c:10]2[nH:11][c:12]3[cH:13][cH:14][cH:15][cH:16][c:17]3[cH:18]2)=[O:33])[n:6][cH:7]1. Reactants: COC1=CC=C(C=C1)N1CCN(CC1)CCC1=CC=CC=C1 (1-(4-methoxyphenyl)-4-phenethylpiperazine), C(C1=CC=CC=C1)(=O)N1CCN(CC1)C1=CC=C(C=C1)OC (1-benzoyl-4-(4-methoxyphenyl)piperazine). Yields the product C(C1=CC=CC=C1)(=O)N1CCN(CC1)C1=CC=C(C=C1)O (1-benzoyl-4-(4-hydroxyphenyl)piperazine). Yield: 76.7%. Reaction SMILES: COC1C=CC(N2CCN(CCC3C=CC=CC=3)CC2)=CC=1.[C:23]([N:31]1[CH2:36][CH2:35][N:34]([C:37]2[CH:42]=[CH:41][C:40]([O:43]C)=[CH:39][CH:38]=2)[CH2:33][CH2:32]1)(=[O:30])[C:24]1[CH:29]=[CH:28][CH:27]=[CH:26][CH:25]=1>>[C:23]([N:31]1[CH2:32][CH2:33][N:34]([C:37]2[CH:38]=[CH:39][C:40]([OH:43])=[CH:41][CH:42]=2)[CH2:35][CH2:36]1)(=[O:30])[C:24]1[CH:25]=[CH:26][CH:27]=[CH:28][CH:29]=1. Procedure details: Production Example 2 was repeated except that 1-(4-methoxyphenyl)-4-phenethylpiperazine was replaced with 1-benzoyl-4-(4-methoxyphenyl)piperazine (193 mg), and the resulting crude product was purified on TLC (developer, chloroform: acetone=4:1) to provide 1-benzoyl-4-(4-hydroxyphenyl)piperazine (141 mg). Starting materials: CC1CN(CC(O1)C)C(CN1C=CN2C1=NC(=C(C2=O)OC(C)=O)C=2SC(=CN2)CC2=C(C=C(C=C2)F)S(=O)C)=O (Acetic acid 1-[2-(2,6-dimethyl-morpholin-4-yl)-2-oxo-ethyl]-7-[5-(4-fluoro-2-methanesulfinyl-benzyl)-thiazol-2-yl]-5-oxo-1,5-dihydro-imidazo[1,2-a]pyrimidin-6-yl ester), C(=O)([O-])[O-].[K+].[K+] (K2CO3), O (water). The solvent is CO (MeOH). Run at time 2 hour. Yields the product CC1CN(CC(O1)C)C(CN1C=CN2C1=NC(=C(C2=O)O)C=2SC(=CN2)CC2=C(C=C(C=C2)F)SC)=O (1-[2-(2,6-Dimethyl-morpholin-4-yl)-2-oxo-ethyl]-7-[5-(4-fluoro-2-methylsulfanyl-benzyl)-thiazol-2-yl]-6-hydroxy-1H-imidazo[1,2-a]pyrimidin-5-one). The yield is 46.0%. RXN SMILES: [CH3:1][CH:2]1[O:7][CH:6]([CH3:8])[CH2:5][N:4]([C:9](=[O:41])[CH2:10][N:11]2[C:15]3=[N:16][C:17]([C:25]4[S:26][C:27]([CH2:30][C:31]5[CH:36]=[CH:35][C:34]([F:37])=[CH:33][C:32]=5[S:38]([CH3:40])=O)=[CH:28][N:29]=4)=[C:18]([O:21]C(=O)C)[C:19](=[O:20])[N:14]3[CH:13]=[CH:12]2)[CH2:3]1.C([O-])([O-])=O.[K+].[K+].O>CO>[CH3:8][CH:6]1[O:7][CH:2]([CH3:1])[CH2:3][N:4]([C:9](=[O:41])[CH2:10][N:11]2[C:15]3=[N:16][C:17]([C:25]4[S:26][C:27]([CH2:30][C:31]5[CH:36]=[CH:35][C:34]([F:37])=[CH:33][C:32]=5[S:38][CH3:40])=[CH:28][N:29]=4)=[C:18]([OH:21])[C:19](=[O:20])[N:14]3[CH:13]=[CH:12]2)[CH2:5]1 |f:1.2.3|. Procedure: To a solution of the product of example 171 (38 mg, 0.06 mmol) in MeOH (5 ml) was added K2CO3 (20 mg, 0.14 mmol) and then the mixture was stirred at room temperature for 2 hours. The mixture was poured into water and extracted with dichloromethane. The organic layers were dried and concentrated. The resulting solids were collected and washed with cold MeOH (2-3 ml) to give the title compound (15 mg, yield 42%). Run in hexanes, C1CCOC1 (THF). Run at time 10 minute. Procedure details: Methyl (triphenylphosphoranylidene) acetate (60.2 g, 173 mmol) is added to a stirred solution of 4-formylbicyclo[2.2.2]octane-1-carboxylic acid benzyl ester (XIX, Example 94, 33.5 g, 123.2 mmol) in THF (550 ml). This mixture is then heated to gently reflux for 16 hr. The reaction mixture is cooled to 20-25° and to this is added saturated ammonium chloride (75 ml) and stirred for 10 minutes. Ethyl acetate (250 ml) and isomeric hexanes (300 ml) are added and stirred for 10 minutes. The resulting m... Reaction SMILES: [CH3:1][O:2][C:3]([CH:5]=P(C1C=CC=CC=1)(C1C=CC=CC=1)C1C=CC=CC=1)=[O:4].[CH2:25]([O:32][C:33]([C:35]12[CH2:42][CH2:41][C:38](C=O)([CH2:39][CH2:40]1)[CH2:37][CH2:36]2)=[O:34])[C:26]1[CH:31]=[CH:30][CH:29]=[CH:28][CH:27]=1.[Cl-].[NH4+].[C:47](OCC)(=O)C>C1COCC1>[CH2:25]([O:32][C:33]([C@:35]12[CH2:42][CH2:41][C@@:38]([CH:47]=[CH:5][C:3]([O:2][CH3:1])=[O:4])([CH2:37][CH2:36]1)[CH2:39][CH2:40]2)=[O:34])[C:26]1[CH:27]=[CH:28][CH:29]=[CH:30][CH:31]=1 |f:2.3|. Starting materials: C(C)(=O)OCC (Ethyl acetate), COC(=O)C=P(C1=CC=CC=C1)(C2=CC=CC=C2)C3=CC=CC=C3 (Methyl (triphenylphosphoranylidene) acetate), C(C1=CC=CC=C1)OC(=O)C12CCC(CC1)(CC2)C=O (4-Formylbicyclo[2.2.2]octane-1-carboxylic acid benzyl ester), [Cl-].[NH4+] (ammonium chloride). Product: C(C1=CC=CC=C1)OC(=O)[C@@]12CC[C@](CC1)(CC2)C=CC(=O)OC (trans-4-(2-Methoxycarbonylvinyl)bicyclo[2.2.2]octane-1-carboxylic acid benzyl ester). The reactants are COC(=O)C1=C(N(C=2N(C1C1=CC=C(C=C1)C#N)C(N(N2)CC2=CC=C(C=C2)CBr)=O)C2=CC(=CC=C2)C(F)(F)F)C (2-(4-Bromomethyl-benzyl)-5-(4-cyano-phenyl)-7-methyl-3-oxo-8-(3-trifluoromethyl-phenyl)-2,3,5,8-tetrahydro-[1,2,4]triazolo[4,3-a]pyrimidine-6-carboxylic acid methyl ester), CNC (dimethylamine). The solvent is C1CCOC1 (THF). Run at time 16 hour. The product is COC(=O)C1=C(N(C=2N(C1C1=CC=C(C=C1)C#N)C(N(N2)CC2=CC=C(C=C2)CN(C)C)=O)C2=CC(=CC=C2)C(F)(F)F)C (5-(4-Cyano-phenyl)-2-(4-dimethylaminomethyl-benzyl)-7-methyl-3-oxo-8-(3-trifluoromethyl-phenyl)-2,3,5,8-tetrahydro-[1,2,4]triazolo[4,3-a]pyrimidine-6-carboxylic acid methyl ester). Yield: 74.7%. As a reaction SMILES: [CH3:1][O:2][C:3]([C:5]1[CH:10]([C:11]2[CH:16]=[CH:15][C:14]([C:17]#[N:18])=[CH:13][CH:12]=2)[N:9]2[C:19](=[O:31])[N:20]([CH2:22][C:23]3[CH:28]=[CH:27][C:26]([CH2:29]Br)=[CH:25][CH:24]=3)[N:21]=[C:8]2[N:7]([C:32]2[CH:37]=[CH:36][CH:35]=[C:34]([C:38]([F:41])([F:40])[F:39])[CH:33]=2)[C:6]=1[CH3:42])=[O:4].[CH3:43][NH:44][CH3:45]>C1COCC1>[CH3:1][O:2][C:3]([C:5]1[CH:10]([C:11]2[CH:16]=[CH:15][C:14]([C:17]#[N:18])=[CH:13][CH:12]=2)[N:9]2[C:19](=[O:31])[N:20]([CH2:22][C:23]3[CH:28]=[CH:27][C:26]([CH2:29][N:44]([CH3:45])[CH3:43])=[CH:25][CH:24]=3)[N:21]=[C:8]2[N:7]([C:32]2[CH:37]=[CH:36][CH:35]=[C:34]([C:38]([F:41])([F:40])[F:39])[CH:33]=2)[C:6]=1[CH3:42])=[O:4]. Procedure: Intermediate 15 (105 mg, 0.16 mmol) was dissolved in THF (3 ml), and then dimethylamine (2 M in THF, 400 μl, 0.8 mmol) was added. The reaction mixture was stirred at RT for 16 hours and then filtered. The filtrate was collected and concentrated in vacuo. The resulting residue was purified by silica gel chromatography eluting with a gradient of 5-8% MeOH in DCM and gave the title compound as a white solid (72 mg). The reactants are COC([O-])=O.C[N+](C)(C)C (tetramethylammonium monomethylcarbonate). The solvent is O (water). Run at time 3 hour. Yields the product C(O)([O-])=O.C[N+](C)(C)C (Tetramethylammonium hydrogencarbonate). As a reaction SMILES: C[O:2][C:3](=[O:5])[O-:4].[CH3:6][N+:7]([CH3:10])([CH3:9])[CH3:8]>O>[C:3](=[O:2])([O-:5])[OH:4].[CH3:6][N+:7]([CH3:10])([CH3:9])[CH3:8] |f:0.1,3.4|. Reported procedure: 108.0 g of tetramethylammonium monomethylcarbonate and 72.0 g of water were introduced in the same reactor as used in Preparation Example 1 and heated with stirring. After the temperature in the reactor reached 100° C., the reaction was continued for 3 hours at 100° C. Tetramethylammonium hydrogencarbonate was obtained in a yield of 96.7 mol %.